Dataset: the Open Reaction Database (ORD), a public repository of structured organic reaction records. Task: describe an organic reaction: reactants, conditions, products, and yield Reactants: CCn1nc(C)c(C(O)c2ccccc2)c1Oc1ccc(OC)cc1, CC[SiH](CC)CC, O=C(O)C(F)(F)F. Yields the product CCn1nc(C)c(Cc2ccccc2)c1Oc1ccc(OC)cc1. As a reaction SMILES: [CH2:1]([CH3:2])[n:3]1[n:4][c:5]([CH3:25])[c:6]([CH:17]([OH:18])[c:19]2[cH:20][cH:21][cH:22][cH:23][cH:24]2)[c:7]1[O:8][c:9]1[cH:10][cH:11][c:12]([O:15][CH3:16])[cH:13][cH:14]1.[CH2:26]([SiH:27]([CH2:28][CH3:29])[CH2:30][CH3:31])[CH3:32].[OH:33][C:34]([C:35]([F:36])([F:37])[F:38])=[O:39]>>[CH2:1]([CH3:2])[n:3]1[n:4][c:5]([CH3:25])[c:6]([CH2:17][c:19]2[cH:20][cH:21][cH:22][cH:23][cH:24]2)[c:7]1[O:8][c:9]1[cH:10][cH:11][c:12]([O:15][CH3:16])[cH:13][cH:14]1. Procedure details: To a solution of 6-bromo-3′-ethylspiro[chroman-2,1′-cyclopentan]-4-one (226 mg, 0.73 mmol) in anhydrous DCM (5.7 mL) was added TiCl4 (1 M solution in DCM, 1.5 mL, 1.49 mmol) dropwise within 15 min at room temperature. The mixture was stirred another 1 h after the addition. To this mixture was added Bis-trimethylsilylcarbodiimide (300 mg, 0.36 mL, 1.61 mmol) dropwise. The resulting mixture was stirred for another 18 h after the addition. The reaction mixture was poured into ice-water (20 g) and e... Isolated yield 92.5%. The product is BrC=1C=C2\C(\CC3(CC(CC3)CC)OC2=CC1)=N\C#N ((E)-N-(6-bromo-3′-ethylspiro[chroman-2,1′-cyclopentane]-4-ylidene)cyanamide). The solvent is C(Cl)Cl (DCM). Reactants: BrC=1C=C2C(CC3(CC(CC3)CC)OC2=CC1)=O (6-bromo-3′-ethylspiro[chroman-2,1′-cyclopentan]-4-one), ice water, C[Si](C)(C)N=C=N[Si](C)(C)C (Bis-trimethylsilylcarbodiimide). As a reaction SMILES: [Br:1][C:2]1[CH:3]=[C:4]2[C:15](=[CH:16][CH:17]=1)[O:14][C:7]1([CH2:11][CH2:10][CH:9]([CH2:12][CH3:13])[CH2:8]1)[CH2:6][C:5]2=O.C[Si]([N:23]=[C:24]=[N:25][Si](C)(C)C)(C)C>C(Cl)Cl.Cl[Ti](Cl)(Cl)Cl>[Br:1][C:2]1[CH:3]=[C:4]2[C:15](=[CH:16][CH:17]=1)[O:14][C:7]1([CH2:11][CH2:10][CH:9]([CH2:12][CH3:13])[CH2:8]1)[CH2:6]/[C:5]/2=[N:25]\[C:24]#[N:23]. Reagents/catalysts: Cl[Ti](Cl)(Cl)Cl (TiCl4). Reaction conditions: time 1 hour. Starting materials: NC=1SC=C(N1)CC(=O)OCC (ethyl 2-amino-4-thiazolylacetate), BrC1=C(SC(=C1)Cl)S(=O)(=O)Cl (3-bromo-5-chlorothiophene-2-sulfonyl chloride). The product is BrC1=C(SC(=C1)Cl)S(=O)(=O)NC=1SC=C(N1)CC(=O)OCC (Ethyl (2-{[(3-bromo-5-chloro-2-thienyl)sulfonyl]amino}-1,3-thiazol-4-yl)acetate), solid. RXN SMILES: [NH2:1][C:2]1[S:3][CH:4]=[C:5]([CH2:7][C:8]([O:10][CH2:11][CH3:12])=[O:9])[N:6]=1.[Br:13][C:14]1[CH:18]=[C:17]([Cl:19])[S:16][C:15]=1[S:20](Cl)(=[O:22])=[O:21]>>[Br:13][C:14]1[CH:18]=[C:17]([Cl:19])[S:16][C:15]=1[S:20]([NH:1][C:2]1[S:3][CH:4]=[C:5]([CH2:7][C:8]([O:10][CH2:11][CH3:12])=[O:9])[N:6]=1)(=[O:22])=[O:21]. Procedure details: The title compound was prepared from ethyl 2-amino-4-thiazolylacetate and 3-bromo-5-chlorothiophene-2-sulfonyl chloride as described in the synthetic METHOD B to give a yellow solid (29.0 mg) with purity >90%. MS (pos) m/z 445.0, 447.0.